This data is from the Open Reaction Database (ORD), a public repository of structured organic reaction records. The task is: describe an organic reaction: reactants, conditions, products, and yield Reactants: CC1(C23CC4CC2CC(CN2CCCS2(=O)=O)(C4)C3)OCCO1, CC(C)=O, CCOC(C)=O, Cc1ccc(S(=O)(=O)O)cc1. Product: CC(=O)C12CC3CC1CC(CN1CCCS1(=O)=O)(C3)C2. RXN SMILES: [CH3:1][C:2]1([C:7]23[CH2:8][C:9]4([CH2:16][N:17]5[S:18](=[O:22])(=[O:23])[CH2:19][CH2:20][CH2:21]5)[CH2:10][CH:11]2[CH2:12][CH:13]([CH2:14]3)[CH2:15]4)[O:3][CH2:6][CH2:5][O:4]1.[CH3:35][C:36](=[O:37])[CH3:38].[CH3:39][CH2:40][O:41][C:42]([CH3:43])=[O:44].[c:24]1([CH3:25])[cH:26][cH:27][c:28]([S:29]([OH:30])(=[O:31])=[O:32])[cH:33][cH:34]1>>[CH3:1][C:2](=[O:3])[C:7]12[CH2:8][C:9]3([CH2:16][N:17]4[S:18](=[O:22])(=[O:23])[CH2:19][CH2:20][CH2:21]4)[CH2:10][CH:11]1[CH2:12][CH:13]([CH2:14]2)[CH2:15]3.